From a dataset of the Open Reaction Database (ORD), a public repository of structured organic reaction records. describe an organic reaction: reactants, conditions, products, and yield The reactants are ClC1=C(C(=O)O)C=CC(=C1)NC(=O)C1=CC=C2CCCN(C2=C1)S(=O)(=O)C1=CC(=CC=C1)Cl (2-Chloro-4-{[1-(3-chloro-benzenesulfonyl)-1,2,3,4-tetrahydro-quinoline-7-carbonyl]-amino}-benzoic acid), ClC=1C=C(C=CC1)S(=O)(=O)Cl (3-chloro-benzenesulfonyl chloride). The product is COC(C1=C(C=C(C=C1)NC(=O)C1=CC=C2CCCN(C2=C1)S(=O)(=O)C1=CC(=CC=C1)Cl)Cl)=O (2-chloro-4-{[1-(3-chloro-benzenesulfonyl)-1,2,3,4-tetrahydro-quinoline-7-carbonyl]-amino}-benzoic acid methyl ester). Reaction SMILES: [Cl:1][C:2]1[CH:10]=[C:9]([NH:11][C:12]([C:14]2[CH:23]=[C:22]3[C:17]([CH2:18][CH2:19][CH2:20][N:21]3[S:24]([C:27]3[CH:32]=[CH:31][CH:30]=[C:29]([Cl:33])[CH:28]=3)(=[O:26])=[O:25])=[CH:16][CH:15]=2)=[O:13])[CH:8]=[CH:7][C:3]=1[C:4]([OH:6])=[O:5].Cl[C:35]1C=C(S(Cl)(=O)=O)C=CC=1>>[CH3:35][O:5][C:4](=[O:6])[C:3]1[CH:7]=[CH:8][C:9]([NH:11][C:12]([C:14]2[CH:23]=[C:22]3[C:17]([CH2:18][CH2:19][CH2:20][N:21]3[S:24]([C:27]3[CH:32]=[CH:31][CH:30]=[C:29]([Cl:33])[CH:28]=3)(=[O:26])=[O:25])=[CH:16][CH:15]=2)=[O:13])=[CH:10][C:2]=1[Cl:1]. Reported procedure: 2-Chloro-4-{[1-(3-chloro-benzenesulfonyl)-1,2,3,4-tetrahydro-quinoline-7-carbonyl]-amino}-benzoic acid, m/z (ES+): 505.23 (M+H+.), was prepared in analogy to example 40, steps 1 to 5. Step 4 was performed using 3-chloro-benzenesulfonyl chloride, yielding 2-chloro-4-{[1-(3-chloro-benzenesulfonyl)-1,2,3,4-tetrahydro-quinoline-7-carbonyl]-amino}-benzoic acid methyl ester, which was hydrolyzed in step 5. The reactants are O=C1CCC(=O)N1Br, CCCC[Mg+], C1CCOC1, CCCCC=CC(=O)N1C(=O)OCC1Cc1ccccc1, CSC, [Cl-], Br[Cu]Br. Product: CCCCC(CCCC)C(Br)C(=O)N1C(=O)OCC1Cc1ccccc1. Reaction SMILES: [Br:28][N:29]1[C:30](=[O:31])[CH2:32][CH2:33][C:34]1=[O:35].[CH2:2]([CH2:3][CH2:4][CH3:5])[Mg+:6].[CH2:36]1[O:37][CH2:38][CH2:39][CH2:40]1.[CH2:7]([c:8]1[cH:9][cH:10][cH:11][cH:12][cH:13]1)[CH:14]1[N:15]([C:20]([CH:21]=[CH:22][CH2:23][CH2:24][CH2:25][CH3:26])=[O:27])[C:16](=[O:19])[O:17][CH2:18]1.[CH3:41][S:42][CH3:43].[Cl-:1].[Cu:44]([Br:45])[Br:46]>>[CH2:2]([CH2:3][CH2:4][CH3:5])[CH:22]([CH:21]([C:20]([N:15]1[CH:14]([CH2:7][c:8]2[cH:9][cH:10][cH:11][cH:12][cH:13]2)[CH2:18][O:17][C:16]1=[O:19])=[O:27])[Br:28])[CH2:23][CH2:24][CH2:25][CH3:26]. Reactants: O1CCNC2=C1C=CC=C2 (2,3-dihydro-1,4-benzoxazine), BrCC=1OC2=C(C1)C=C(C=C2)C=O (2-bromomethyl-5-formyl benzofuran), C([O-])([O-])=O.[K+].[K+] (potassium carbonate), O (Water). The reagents and catalysts are CCCCCCCC[N+](C)(CCCCCCCC)CCCCCCCC.[Cl-] (Aliquat 336). Solvent: CN(C=O)C (dimethyl formamide). Run at temperature 65 celsius, time 8 hour. The product is C(=O)C=1C=CC2=C(C=C(O2)CN2CCOC3=C2C=CC=C3)C1 (5-Formyl-2-(2,3-dihydro-1,4-benzoxazin-4-ylmethyl)benzofuran). Yield: 90.2%. Reaction SMILES: [O:1]1[C:6]2[CH:7]=[CH:8][CH:9]=[CH:10][C:5]=2[NH:4][CH2:3][CH2:2]1.Br[CH2:12][C:13]1[O:14][C:15]2[CH:21]=[CH:20][C:19]([CH:22]=[O:23])=[CH:18][C:16]=2[CH:17]=1.C(=O)([O-])[O-].[K+].[K+].O>CCCCCCCC[N+](CCCCCCCC)(CCCCCCCC)C.[Cl-].CN(C)C=O>[CH:22]([C:19]1[CH:20]=[CH:21][C:15]2[O:14][C:13]([CH2:12][N:4]3[C:5]4[CH:10]=[CH:9][CH:8]=[CH:7][C:6]=4[O:1][CH2:2][CH2:3]3)=[CH:17][C:16]=2[CH:18]=1)=[O:23] |f:2.3.4,6.7|. Procedure details: A mixture of 2,3-dihydro-1,4-benzoxazine (1.07 g, 7.94 mmol), 2-bromomethyl-5-formyl benzofuran (1.9 g, 7.94 mmol), potassium carbonate (5.5 g, 39.74 mmol) and Aliquat 336 (2 drops) in dimethyl formamide (25 ml) was stirred at 65° C. for 8 h. Water (50 ml) was added to reaction mixture and extracted with ethyl acetate (2×50 ml). The extracts were washed with water (50 ml), brine (50 ml) and dried (Na2SO4). The solvent was evaporated to dryness and the residue was chromatographed over silica gel ...